This data is from the Open Reaction Database (ORD), a public repository of structured organic reaction records. The task is: describe an organic reaction: reactants, conditions, products, and yield Starting materials: Cc1c(Cc2ccc(B3OC(C)(C)C(C)(C)O3)cc2)c(OC(F)F)nc2c(Cl)ccc(OCC(=O)OC(C)(C)C)c12, Clc1cn[nH]c1. The product is Cc1c(Cc2ccc(-n3cc(Cl)cn3)cc2)c(OC(F)F)nc2c(Cl)ccc(OCC(=O)OC(C)(C)C)c12. Reaction SMILES: [C:1]([CH3:2])([CH3:3])([CH3:4])[O:5][C:6]([CH2:7][O:8][c:9]1[c:10]2[c:11]([CH3:40])[c:12]([CH2:24][c:25]3[cH:26][cH:27][c:28]([B:31]4[O:32][C:33]([CH3:34])([CH3:35])[C:36]([CH3:37])([CH3:38])[O:39]4)[cH:29][cH:30]3)[c:13]([O:20][CH:21]([F:22])[F:23])[n:14][c:15]2[c:16]([Cl:19])[cH:17][cH:18]1)=[O:41].[Cl:42][c:43]1[cH:44][n:45][nH:46][cH:47]1>>[C:1]([CH3:2])([CH3:3])([CH3:4])[O:5][C:6]([CH2:7][O:8][c:9]1[c:10]2[c:11]([CH3:40])[c:12]([CH2:24][c:25]3[cH:26][cH:27][c:28](-[n:45]4[cH:44][c:43]([Cl:42])[cH:47][n:46]4)[cH:29][cH:30]3)[c:13]([O:20][CH:21]([F:22])[F:23])[n:14][c:15]2[c:16]([Cl:19])[cH:17][cH:18]1)=[O:41]. The reactants are C(#C)C1=CC=C(OCCN2CCCC2)C=C1 (1-[2-(4-ethynyl-phenoxy)-ethyl]-pyrrolidine), BrC1=NC=C(C=C1)Br (2,5-dibromopyridine), tetrakis-triphenylphosphane palladium, C(C)(C)NC(C)C (diisopropylamine). The reagents and catalysts are Cl[Cu] (CuCl). Solvent: C1CCOC1 (THF). Run at temperature 40 celsius. The product is BrC=1C=CC(=NC1)C#CC1=CC=C(C=C1)OCCN1CCCC1 (5-bromo-2-[4-(2-pyrrolidin-1-yl-ethoxy)-phenylethynyl]-pyridine). Reaction SMILES: [C:1]([C:3]1[CH:16]=[CH:15][C:6]([O:7][CH2:8][CH2:9][N:10]2[CH2:14][CH2:13][CH2:12][CH2:11]2)=[CH:5][CH:4]=1)#[CH:2].Br[C:18]1[CH:23]=[CH:22][C:21]([Br:24])=[CH:20][N:19]=1.C(NC(C)C)(C)C>C1COCC1.Cl[Cu]>[Br:24][C:21]1[CH:22]=[CH:23][C:18]([C:2]#[C:1][C:3]2[CH:16]=[CH:15][C:6]([O:7][CH2:8][CH2:9][N:10]3[CH2:11][CH2:12][CH2:13][CH2:14]3)=[CH:5][CH:4]=2)=[N:19][CH:20]=1. Reported procedure: A mixture of 9.6 g (44.6 mmol) 1-[2-(4-ethynyl-phenoxy)-ethyl]-pyrrolidine, 10.6 g (44.6 mmol) 2,5-dibromopyridine, 626 mg (0.9 mmol) tetrakis-triphenylphosphane-palladium, 170 mg (0.9 mmol) CuCl and 12.6 mL diisopropylamine in 500 mL THF is heated for 3 h at 40° C. under an argon atmosphere. The solvent is distilled off i.vac., the residue is taken up in EtOAc, the organic phase is washed with water and saturated, aqueous NaCl solution and dried over Na2SO4. After the desiccant and solvent have... The reactants are FC(C1=NC(=C(C(=C1C(=O)OC)CC(C)C)S)C(F)(F)F)F (methyl 2-(difluoromethyl)-4-isobutyl-5-mercapto-6-(trifluoromethyl)-3-pyridinecarboxylate), O1CCC=C1 (dihydrofuran). Reagents/catalysts: C=1(C(=CC=CC1)S(=O)(=O)O)C (toluenesulfonic acid). Run in CCOCC (ether). Conditions: time 8 hour. The product is FC(C1=NC(=C(C(=C1C(=O)OC)CC(C)C)SC1OCCC1)C(F)(F)F)F (Methyl 2-(Difluoromethyl)-4-(2-methylpropyl)-5-[(tetrahydro-2-furyl)thio]-6-(trifluoromethyl)-3-pyridinecarboxylate). Isolated yield 67.0%. RXN SMILES: [F:1][CH:2]([F:22])[C:3]1[C:8]([C:9]([O:11][CH3:12])=[O:10])=[C:7]([CH2:13][CH:14]([CH3:16])[CH3:15])[C:6]([SH:17])=[C:5]([C:18]([F:21])([F:20])[F:19])[N:4]=1.[O:23]1[CH:27]=[CH:26][CH2:25][CH2:24]1>CCOCC.C1(C)C(S(O)(=O)=O)=CC=CC=1>[F:22][CH:2]([F:1])[C:3]1[C:8]([C:9]([O:11][CH3:12])=[O:10])=[C:7]([CH2:13][CH:14]([CH3:16])[CH3:15])[C:6]([S:17][CH:24]2[CH2:25][CH2:26][CH2:27][O:23]2)=[C:5]([C:18]([F:21])([F:20])[F:19])[N:4]=1. Procedure: A mixture of 7.07 g (0.021 mol) of compound 7, 2.92 g (0.042 mol) of dihydrofuran, and catalytic toluenesulfonic acid (9 mg) in 80 ml of ether was stirred overnight. The reaction mixture was concentrated in vacuo, and the residue was purified by HPLC (20% EtOAc in hexane) to give 5.82 g (68%) of the desired product as a yellow oil, n25D 1.5803. Procedure details: Prepared analogously to Example 1g from 3-bromo-4-(2,5-dihydropyrrol-1-ylcarbonyl)benzoic acid, TBTU, diisopropylethylamine, and (1R)-2-benzyloxy-1-(5-chloro-1H-benzimidazol-2-yl)ethylamine in tetrahydrofuran. Yield: 86%; Rf value: 0.53 (silica gel: dichloromethane/ethanol=9:1); C28H24BrClN4O3 (579.88); mass spectrum: (M+H)+=579/581/583 (bromo-chlorine isotope). Isolated yield 86.0%. RXN SMILES: [Br:1][C:2]1[CH:3]=[C:4]([CH:8]=[CH:9][C:10]=1[C:11]([N:13]1[CH2:17][CH:16]=[CH:15][CH2:14]1)=[O:12])[C:5]([OH:7])=O.CN(C(ON1N=NC2C=CC=CC1=2)=[N+](C)C)C.[B-](F)(F)(F)F.C(N(C(C)C)CC)(C)C.[CH2:49]([O:56][CH2:57][C@H:58]([NH2:69])[C:59]1[NH:63][C:62]2[CH:64]=[CH:65][C:66]([Cl:68])=[CH:67][C:61]=2[N:60]=1)[C:50]1[CH:55]=[CH:54][CH:53]=[CH:52][CH:51]=1.BrCl>O1CCCC1.ClCCl.C(O)C>[CH2:49]([O:56][CH2:57][C@H:58]([NH:69][C:5](=[O:7])[C:4]1[CH:8]=[CH:9][C:10]([C:11]([N:13]2[CH2:17][CH:16]=[CH:15][CH2:14]2)=[O:12])=[C:2]([Br:1])[CH:3]=1)[C:59]1[NH:63][C:62]2[CH:64]=[CH:65][C:66]([Cl:68])=[CH:67][C:61]=2[N:60]=1)[C:50]1[CH:51]=[CH:52][CH:53]=[CH:54][CH:55]=1 |f:1.2,7.8|. Solvent: ClCCl.C(C)O (dichloromethane ethanol), O1CCCC1 (tetrahydrofuran). Reactants: BrCl (bromo-chlorine), C28H24BrClN4O3, BrC=1C=C(C(=O)O)C=CC1C(=O)N1CC=CC1 (3-bromo-4-(2,5-dihydropyrrol-1-ylcarbonyl)benzoic acid), CN(C)C(=[N+](C)C)ON1C2=C(C=CC=C2)N=N1.[B-](F)(F)(F)F (TBTU), C(C)(C)N(CC)C(C)C (diisopropylethylamine), C(C1=CC=CC=C1)OC[C@@H](C1=NC2=C(N1)C=CC(=C2)Cl)N ((1R)-2-benzyloxy-1-(5-chloro-1H-benzimidazol-2-yl)ethylamine). The product is C(C1=CC=CC=C1)OC[C@@H](C1=NC2=C(N1)C=CC(=C2)Cl)NC(C2=CC(=C(C=C2)C(=O)N2CC=CC2)Br)=O (N-[(1R)-2-benzyloxy-1-(5-chloro-1H-benzimidazol-2-yl)ethyl]-3-bromo-4-(2,5-dihydropyrrol-1-ylcarbonyl)benzamide). The reactants are FC1=CC=C(C=C1)N1N=CC2=CC(=CC=C12)O[C@@H]([C@H](C)N)C1=CC(=CC=C1)OC ((1R,2S)-1-[1-(4-fluorophenyl)-indazol-5-yl]oxy-1-(3-methoxyphenyl)-propan-2-amine), C(C)(C)NC(C(=O)O)=O (2-(isopropylamino)-2-oxoacetic acid). Yields the product FC1=CC=C(C=C1)N1N=CC2=CC(=CC=C12)O[C@@H]([C@H](C)NC(C(NC(C)C)=O)=O)C1=CC(=CC=C1)OC (N′-[(1R,2S)-1-[1-(4-Fluorophenyl)indazol-5-yl]oxy-1-(3-methoxyphenyl)propan-2-yl]-N-propan-2-yl-oxamide). RXN SMILES: [F:1][C:2]1[CH:7]=[CH:6][C:5]([N:8]2[C:16]3[C:11](=[CH:12][C:13]([O:17][C@H:18]([C:22]4[CH:27]=[CH:26][CH:25]=[C:24]([O:28][CH3:29])[CH:23]=4)[C@@H:19]([NH2:21])[CH3:20])=[CH:14][CH:15]=3)[CH:10]=[N:9]2)=[CH:4][CH:3]=1.[CH:30]([NH:33][C:34](=[O:38])[C:35](O)=[O:36])([CH3:32])[CH3:31]>>[F:1][C:2]1[CH:3]=[CH:4][C:5]([N:8]2[C:16]3[C:11](=[CH:12][C:13]([O:17][C@H:18]([C:22]4[CH:27]=[CH:26][CH:25]=[C:24]([O:28][CH3:29])[CH:23]=4)[C@@H:19]([NH:21][C:35](=[O:36])[C:34](=[O:38])[NH:33][CH:30]([CH3:32])[CH3:31])[CH3:20])=[CH:14][CH:15]=3)[CH:10]=[N:9]2)=[CH:6][CH:7]=1. Procedure: Prepared as described in Example 76 using (1R,2S)-1-[1-(4-fluorophenyl)-indazol-5-yl]oxy-1-(3-methoxyphenyl)-propan-2-amine (53 mg, 0.14 mmol) and 2-(isopropylamino)-2-oxoacetic acid (18 mg, 0.14 mmol). Yield 42 mg (62%).